This data is from the Open Reaction Database (ORD), a public repository of structured organic reaction records. The task is: describe an organic reaction: reactants, conditions, products, and yield Reactants: Cl.C1N(CCC2CCCCC12)CC(=O)O (2-(octahydroisoquinolin-2(1H)-yl)acetic acid hydrochloride), N[C@H](C(=O)NC1=CC=C(C=C1)OC1=CC=C(C=C1)F)COCC1=CC=CC=C1 ((S)-2-amino-3-(benzyloxy)-N-(4-(4-fluorophenoxy)phenyl)propanamide). The product is Compound 222, C(C1=CC=CC=C1)OC[C@@H](C(=O)NC1=CC=C(C=C1)OC1=CC=C(C=C1)F)NC(CN1CC2CCCCC2CC1)=O ((2S)-3-(benzyloxy)-N-(4-(4-fluorophenoxy)phenyl)-2-(2-(octahydroisoquinolin-2(1H)-yl)acetamido)propanamide). The yield is 46.0%. RXN SMILES: Cl.[CH2:2]1[CH:11]2[CH:6]([CH2:7][CH2:8][CH2:9][CH2:10]2)[CH2:5][CH2:4][N:3]1[CH2:12][C:13]([OH:15])=O.[NH2:16][C@@H:17]([CH2:35][O:36][CH2:37][C:38]1[CH:43]=[CH:42][CH:41]=[CH:40][CH:39]=1)[C:18]([NH:20][C:21]1[CH:26]=[CH:25][C:24]([O:27][C:28]2[CH:33]=[CH:32][C:31]([F:34])=[CH:30][CH:29]=2)=[CH:23][CH:22]=1)=[O:19]>>[CH2:37]([O:36][CH2:35][C@H:17]([NH:16][C:13](=[O:15])[CH2:12][N:3]1[CH2:4][CH2:5][CH:6]2[CH:11]([CH2:10][CH2:9][CH2:8][CH2:7]2)[CH2:2]1)[C:18]([NH:20][C:21]1[CH:26]=[CH:25][C:24]([O:27][C:28]2[CH:33]=[CH:32][C:31]([F:34])=[CH:30][CH:29]=2)=[CH:23][CH:22]=1)=[O:19])[C:38]1[CH:43]=[CH:42][CH:41]=[CH:40][CH:39]=1 |f:0.1|. Reported procedure: Proceeding as in Example 1, but substituting 2-(octahydroisoquinolin-2(1H)-yl)acetic acid hydrochloride and (S)-2-amino-3-(benzyloxy)-N-(4-(4-fluorophenoxy)phenyl)propanamide, gave Compound 222, (2S)-3-(benzyloxy)-N-(4-(4-fluorophenoxy)phenyl)-2-(2-(octahydroisoquinolin-2(1H)-yl)acetamido)propanamide (20.6 mg, 46%); Major isomer: 1H-NMR (400 MHz, DMSO-D6): 10.21 (s, 1H), 7.96 (d, 1H), 7.60 (d, 2H), 7.29-7.31 (m, 5H), 7.19-7.23 (m, 2H), 6.98-7.04 (m, 4H), 4.68 (m, 1H), 4.49 (s, 2H), 3.29-3.79 (m,... Starting materials: COC(=O)C1=C(C)NC(C)=C(C(=O)O)C1c1cccc([N+](=O)[O-])c1, NCCO. The product is COC(=O)C1=C(C)NC(C)=C(C(=O)NCCO)C1c1cccc([N+](=O)[O-])c1. As a reaction SMILES: [CH3:1][C:2]1=[C:7]([C:8](=[O:9])[OH:10])[CH:6]([c:11]2[cH:12][c:13]([N+:17](=[O:18])[O-:19])[cH:14][cH:15][cH:16]2)[C:5]([C:20](=[O:21])[O:22][CH3:23])=[C:4]([CH3:24])[NH:3]1.[NH2:25][CH2:26][CH2:27][OH:28]>>[CH3:1][C:2]1=[C:7]([C:8](=[O:9])[NH:25][CH2:26][CH2:27][OH:28])[CH:6]([c:11]2[cH:12][c:13]([N+:17](=[O:18])[O-:19])[cH:14][cH:15][cH:16]2)[C:5]([C:20](=[O:21])[O:22][CH3:23])=[C:4]([CH3:24])[NH:3]1.